From a dataset of the Open Reaction Database (ORD), a public repository of structured organic reaction records. describe an organic reaction: reactants, conditions, products, and yield Reported procedure: N-(4-methoxyphenyl)cyanamide (2.22 g) was dissolved in DMF (11.10 g), to which powdered potassium carbonate (3.11 g) and potassium iodide (0.26 g) were added at room temperature with stirring. Further, 2,3-dichloro-1-propene (2.00 g) was added dropwise at room temperature with stirring. The mixture was heated to 50° C. and stirred at the same temperature for 1.5 hours. After cooling to room temperature, ammonium sulfide solution, yellow (8.00 g) having an S content of 6% were added dropwise to t... Reaction SMILES: [CH3:1][O:2][C:3]1[CH:8]=[CH:7][C:6]([NH:9][C:10]#[N:11])=[CH:5][CH:4]=1.C(=O)([O-])[O-].[K+].[K+].[I-].[K+].[Cl:20][C:21]([CH2:23]Cl)=[CH2:22].[NH4+]=[S:26]>CN(C=O)C.O>[CH3:1][O:2][C:3]1[CH:8]=[CH:7][C:6]([N:9]([CH2:23][C:21]([Cl:20])=[CH2:22])[C:10]([NH2:11])=[S:26])=[CH:5][CH:4]=1 |f:1.2.3,4.5|. Run at temperature 50 celsius. Reactants: COC1=CC=C(C=C1)NC#N (N-(4-methoxyphenyl)cyanamide), C([O-])([O-])=O.[K+].[K+] (potassium carbonate), [I-].[K+] (potassium iodide), ClC(=C)CCl (2,3-dichloro-1-propene), ammonium sulfide. Yield: 94.0%. Product: COC1=CC=C(C=C1)N(C(=S)N)CC(=C)Cl (N-(4-methoxyphenyl)-N-(2-chloro-2-propenyl)thiourea). Run in CN(C)C=O (DMF), O (water).